describe an organic reaction: reactants, conditions, products, and yield From a dataset of the Open Reaction Database (ORD), a public repository of structured organic reaction records. Starting materials: CC=1C=C(C=CC1C)C(CC)=O (3',4'-dimethylpropiophenone), Cl.N1CCCCC1 (piperidine hydrochloride), C=O (paraformaldehyde), Cl (hydrochloric acid). Solvent: C(C)(=O)OCC (ethyl acetate). Yields the product Cl.CC(C(=O)C1=CC(=C(C=C1)C)C)CN1CCCCC1 (2,3',4'-trimethyl-3-piperidinopropiophenone hydrochloride). Isolated yield 61.3%. As a reaction SMILES: [CH3:1][C:2]1[CH:3]=[C:4]([C:9](=[O:12])[CH2:10][CH3:11])[CH:5]=[CH:6][C:7]=1[CH3:8].[ClH:13].[NH:14]1[CH2:19][CH2:18][CH2:17][CH2:16][CH2:15]1.[CH2:20]=O.Cl>C(OCC)(=O)C>[ClH:13].[CH3:11][CH:10]([CH2:20][N:14]1[CH2:19][CH2:18][CH2:17][CH2:16][CH2:15]1)[C:9]([C:4]1[CH:5]=[CH:6][C:7]([CH3:8])=[C:2]([CH3:1])[CH:3]=1)=[O:12] |f:1.2,6.7|. Reported procedure: 72.0 g of 3',4'-dimethylpropiophenone, 59.4 g of piperidine hydrochloride and 20.0 g of paraformaldehyde, 300 ml of ethyl acetate and 1 ml of concentrated hydrochloric acid were heated with stirring under reflux for 2.5 hours, while distilling off water generated through the reaction. After cooling, crystals precipitated were filtered and recrystallized froma mixture of alcohol-acetone, yielding white crystals of the object product. Each filtrate was collected, concentrated under reduced pressur...